From a dataset of the Open Reaction Database (ORD), a public repository of structured organic reaction records. describe an organic reaction: reactants, conditions, products, and yield Reactants: C(#N)CNC([C@@H](NC1=NN(C=C1C1=CC=C(C=C1)N1CCN(CC1)C(=O)OC(C)(C)C)C)CC(C)C)=O (N1-(cyanomethyl)-N2-(4-{4-[4-(tert-butoxycarbonyl)piperazin-1-yl]phenyl}-1-methyl-1H-pyrazol-3-yl)leucinamide), CS(=O)(=O)O (MeSO3H), C(=O)(O)[O-].[Na+] (NaHCO3). The solvent is C1CCOC1 (THF). Run at time 8 hour. Yields the product C(#N)CNC([C@@H](NC1=NN(C=C1C1=CC=C(C=C1)N1CCNCC1)C)CC(C)C)=O (N1-(cyanomethyl)-N2-[1-methyl-4-(4-piperazin-1-ylphenyl)-1H-pyrazol-3-yl]leucinamide). As a reaction SMILES: [C:1]([CH2:3][NH:4][C:5](=[O:37])[C@H:6]([CH2:33][CH:34]([CH3:36])[CH3:35])[NH:7][C:8]1[C:12]([C:13]2[CH:18]=[CH:17][C:16]([N:19]3[CH2:24][CH2:23][N:22](C(OC(C)(C)C)=O)[CH2:21][CH2:20]3)=[CH:15][CH:14]=2)=[CH:11][N:10]([CH3:32])[N:9]=1)#[N:2].CS(O)(=O)=O.C([O-])(O)=O.[Na+]>C1COCC1>[C:1]([CH2:3][NH:4][C:5](=[O:37])[C@H:6]([CH2:33][CH:34]([CH3:35])[CH3:36])[NH:7][C:8]1[C:12]([C:13]2[CH:14]=[CH:15][C:16]([N:19]3[CH2:20][CH2:21][NH:22][CH2:23][CH2:24]3)=[CH:17][CH:18]=2)=[CH:11][N:10]([CH3:32])[N:9]=1)#[N:2] |f:2.3|. Procedure details: To N1-(cyanomethyl)-N2-(4-{4-[4-(tert-butoxycarbonyl)piperazin-1-yl]phenyl}-1-methyl-1H-pyrazol-3-yl)leucinamide (144 mg, 0.283 mmol) in dry THF (0.5 mL) under dry nitrogen was gradually added a total of 5 equivalents of MeSO3H (100 μL, 1.42 mmol) over a period of 4 hours in portions of 1–2 equivalents at a time and the reaction mixture was stirred overnight. Aqueous sat. NaHCO3 was added carefully and the product was extracted with EtOAc (2×), dried over Na2SO4, concentrated in vacuo, and purif... Starting materials: [Na] (sodium), CN(CCO)C (2-dimethylamino-ethanol), C1(=CC=CC=C1)C(=C(C(F)(F)F)C1=CC=C(C=C1)OC)C1=CC=C(C=C1)F (1-phenyl-3,3,3-trifluoro-1-(4-fluorophenyl)-2-(4-methoxyphenyl)-propene). The solvent is CCOCC (ether). Yields the product CN(CCOC1=CC=C(C=C1)C(=C(C(F)(F)F)C1=CC=C(C=C1)OC)C1=CC=CC=C1)C (1-[4-(2-dimethylamino-ethoxy)-phenyl]-1-phenyl-3,3,3-trifluoro-2-(4-methoxyphenyl)-propene). The yield is 90.3%. Reaction SMILES: [Na].[CH3:2][N:3]([CH3:7])[CH2:4][CH2:5][OH:6].[C:8]1([C:14]([C:28]2[CH:33]=[CH:32][C:31](F)=[CH:30][CH:29]=2)=[C:15]([C:20]2[CH:25]=[CH:24][C:23]([O:26][CH3:27])=[CH:22][CH:21]=2)[C:16]([F:19])([F:18])[F:17])[CH:13]=[CH:12][CH:11]=[CH:10][CH:9]=1>CCOCC>[CH3:2][N:3]([CH3:7])[CH2:4][CH2:5][O:6][C:31]1[CH:30]=[CH:29][C:28]([C:14]([C:8]2[CH:13]=[CH:12][CH:11]=[CH:10][CH:9]=2)=[C:15]([C:20]2[CH:21]=[CH:22][C:23]([O:26][CH3:27])=[CH:24][CH:25]=2)[C:16]([F:19])([F:18])[F:17])=[CH:33][CH:32]=1 |^1:0|. Reported procedure: 0.39 g (0,017 g.-atoms) of sodium are dissolved in 3.12 g (35 mmoles) of 2-dimethylamino-ethanol. 3.15 g (8.5 mmoles) of 1-phenyl-3,3,3-trifluoro-1-(4-fluorophenyl)-2-(4-methoxyphenyl)-propene are added to the solution, and the mixture is heated at 150°-155° C. for one hour. The reaction mixture is cooled, diluted with 200 ml of ether, washed with water until neutral, dried and evaporated. The residue is dissolved in 30 ml of hexane, the solution is filtered, and the filtrate is evaporated. 3.39...